Dataset: the Open Reaction Database (ORD), a public repository of structured organic reaction records. Task: describe an organic reaction: reactants, conditions, products, and yield Reactants: [Cl-].C(C1=CC=CC=C1)=N[N+]1=C(N(C=C1)N=CC1=CC=CC=C1)C (1,3-bis(benzylideneamino)-2-methylimidazolium chloride), [C-]#N.[K+] (potassium cyanide). The solvent is CO (methanol), O (water). Conditions: time 15 minute. The product is C(C1=CC=CC=C1)=NN1C(=NC=C1)C (1-benzylideneamino-2-methylimidazole). RXN SMILES: [Cl-].[CH:2](=[N:9][N+:10]1[CH:14]=[CH:13][N:12](N=CC2C=CC=CC=2)[C:11]=1[CH3:23])[C:3]1[CH:8]=[CH:7][CH:6]=[CH:5][CH:4]=1.[C-]#N.[K+]>CO.O>[CH:2](=[N:9][N:10]1[CH:14]=[CH:13][N:12]=[C:11]1[CH3:23])[C:3]1[CH:4]=[CH:5][CH:6]=[CH:7][CH:8]=1 |f:0.1,2.3|. Procedure details: 3.24 g of 1,3-bis(benzylideneamino)-2-methylimidazolium chloride are dissolved in 50 ml of methanol. The solution is cooled to 0° (internal temperature) and treated while stirring with a solution of 2.6 g of potassium cyanide in 8 ml of water, whereby the temperature is not allowed to rise substantially. After 15 minutes, the methanol is removed by evaporation in a vacuum at the lowest possible temperature. The residue is diluted with 30 ml of water, whereupon the mixture is extracted three time... The reactants are FC(C(=O)O)(F)F.ClC1=CC=C2C(=C1)NC(C21C(NC(C1C1=CC(=CC=C1)Cl)C(=O)O)CC(C)(C)C)=O (rac-(2′S,3′R,4′R,5′R)-6-chloro-4′-(3-chloro-phenyl)-2′-(2,2-dimethyl-propyl)-2-oxo-1,2-dihydro-spiro[indole-3,3′-pyrrolidine]-5′-carboxylic acid trifluoroacetic acid), NC1=C(C=C(C#N)C=C1)OC (4-amino-3-methoxy-benzonitrile), C(C)(C)N(CC)C(C)C (diisopropylethylamine), C1(=CC=CC=C1)P(=O)(C1=CC=CC=C1)Cl (diphenylphosphinic chloride). Yields the product C(#N)C1=CC(=C(C=C1)NC(=O)C1C(C2(C(N1)CC(C)(C)C)C(NC1=CC(=CC=C12)Cl)=O)C1=CC(=CC=C1)Cl)OC (rac-(2′S,3′R,4′R,5′R)-6-chloro-4′-(3-chloro-phenyl)-2′-(2,2-dimethyl-propyl)-2-oxo-1,2-dihydro-spiro[indole-3,3′-pyrrolidine]-5′-carboxylic acid (4-cyano-2-methoxy-phenyl)-amide). RXN SMILES: FC(F)(F)C(O)=O.[Cl:8][C:9]1[CH:14]=[C:13]2[NH:15][C:16](=[O:37])[C:17]3([CH:21]([C:22]4[CH:27]=[CH:26][CH:25]=[C:24]([Cl:28])[CH:23]=4)[CH:20]([C:29](O)=[O:30])[NH:19][CH:18]3[CH2:32][C:33]([CH3:36])([CH3:35])[CH3:34])[C:12]2=[CH:11][CH:10]=1.C(N(C(C)C)CC)(C)C.C1(P(Cl)(C2C=CC=CC=2)=O)C=CC=CC=1.[NH2:62][C:63]1[CH:70]=[CH:69][C:66]([C:67]#[N:68])=[CH:65][C:64]=1[O:71][CH3:72]>>[C:67]([C:66]1[CH:69]=[CH:70][C:63]([NH:62][C:29]([CH:20]2[NH:19][CH:18]([CH2:32][C:33]([CH3:35])([CH3:36])[CH3:34])[C:17]3([C:12]4[C:13](=[CH:14][C:9]([Cl:8])=[CH:10][CH:11]=4)[NH:15][C:16]3=[O:37])[CH:21]2[C:22]2[CH:27]=[CH:26][CH:25]=[C:24]([Cl:28])[CH:23]=2)=[O:30])=[C:64]([O:71][CH3:72])[CH:65]=1)#[N:68] |f:0.1|. Procedure: In a manner similar to the method described in Example 5, rac-(2′S,3′R,4′R,5′R)-6-chloro-4′-(3-chloro-phenyl)-2′-(2,2-dimethyl-propyl)-2-oxo-1,2-dihydro-spiro[indole-3,3′-pyrrolidine]-5′-carboxylic acid trifluoroacetic acid prepared in Example 63 (1.0 g, 1.8 mmol), was reacted with diisopropylethylamine (2.1 g, 16.5 mmol), diphenylphosphinic chloride (1.74 g, 7.3 mmol), then reacted with 4-amino-3-methoxy-benzonitrile prepared in Example 57 (0.54 g, 3.7 mmol) to give rac-(2′S,3′R,4′R,5′R)-6-chlo... Reactants: C(C)(C)(C)OC(=O)N[C@@H]1CN(CC1)CC1=CC=C(C=C1)F ((3S)-3-(tert -butoxycarbonylamino)-1-(4-fluoro-benzyl)-pyrrolidine). The solvent is C(=O)O (formic acid). Reaction conditions: time 3 hour. Product: N[C@@H]1CN(CC1)CC1=CC=C(C=C1)F ((3S)-3-Amino-1-(4-fluoro-benzyl)-pyrrolidine). Isolated yield 90.8%. RXN SMILES: C(OC([NH:8][C@H:9]1[CH2:13][CH2:12][N:11]([CH2:14][C:15]2[CH:20]=[CH:19][C:18]([F:21])=[CH:17][CH:16]=2)[CH2:10]1)=O)(C)(C)C>C(O)=O>[NH2:8][C@H:9]1[CH2:13][CH2:12][N:11]([CH2:14][C:15]2[CH:20]=[CH:19][C:18]([F:21])=[CH:17][CH:16]=2)[CH2:10]1. Reported procedure: A solution of (3S)-3-(tert -butoxycarbonylamino)-1-(4-fluoro-benzyl)-pyrrolidine (400 mg, 1.36 mmol) was stirred in 15 mL of formic acid at room temperature. After 3 h, the clear colorless solution was concentrated to dryness and the residue was taken-up in 20 mL of EtOAc and washed with 10 mL of 5% NH40H, followed by 10 mL of brine. The solution was then dried over MgSO4, filtered and concentrated to give 240 mg (91%) of product, as a yellow oil. 1H-NMR (400 MHz, CDCl3) δ7.28 (m, 2H), 6.99 (m, ... The product is O=Cc1ccc(-c2nc3ccc(Cc4ccccc4)cc3s2)c(F)c1. Reactants: Nc1nc2ccc(Cc3ccccc3)cc2s1, C1CCOC1, CCOC(C)=O, CCO, CCN(C(C)C)C(C)C, Cl, O=Cc1ccc(C(=O)Cl)c(F)c1, [K+], [Na+], [OH-], [OH-], O, OCCO, Cl[Sn]Cl. Reaction SMILES: [CH2:3]([c:4]1[cH:5][cH:6][cH:7][cH:8][cH:9]1)[c:10]1[cH:11][c:12]2[c:13]([n:14][c:15]([NH2:17])[s:16]2)[cH:18][cH:19]1.[CH2:48]1[O:49][CH2:50][CH2:51][CH2:52]1.[CH3:53][CH2:54][O:55][C:56]([CH3:57])=[O:58].[CH3:59][CH2:60][OH:61].[CH:33]([N:34]([CH2:35][CH3:36])[CH:37]([CH3:38])[CH3:39])([CH3:40])[CH3:41].[ClH:20].[F:21][c:22]1[c:23]([C:24]([Cl:25])=[O:26])[cH:27][cH:28][c:29]([CH:31]=[O:32])[cH:30]1.[K+:2].[Na+:46].[OH-:1].[OH-:45].[OH2:47].[OH:62][CH2:63][CH2:64][OH:65].[Sn:42]([Cl:43])[Cl:44]>>[CH2:3]([c:4]1[cH:5][cH:6][cH:7][cH:8][cH:9]1)[c:10]1[cH:11][c:12]2[c:13]([n:14][c:15](-[c:23]3[c:22]([F:21])[cH:30][c:29]([CH:31]=[O:32])[cH:28][cH:27]3)[s:16]2)[cH:18][cH:19]1.